From a dataset of the Open Reaction Database (ORD), a public repository of structured organic reaction records. describe an organic reaction: reactants, conditions, products, and yield Yields the product OC(CCCCCCCN1C(=O)N(C=2N=CN(C2C1=O)C)C)CO (1-(8,9-Dihydroxynonyl)-3,7-dimethylxanthine). Isolated yield 54.0%. Procedure details: A solution of 1-(8-nonenyl)-3,7-dimethylxanthine (810 mg, 2.7 mmol), 4-methylmorpholine-N-oxide (340 mg, 2.9 mmol) and 2.5% osmium tetroxide in t-butanol (3 drops) in acetone (20 ml) and water (20 ml) was stirred for 24 hours. Saturated aqueous sodium dithionite solution (5 ml) was added. After stirring for 15 minutes, the reaction was extracted with 25% ethanol-dichloromethane (4×50 ml). The combined organic phases were dried over sodium sulfate and the solvents evaporated under vacuum. The sol... Reaction SMILES: [CH2:1]([N:10]1[C:19](=[O:20])[C:18]2[N:17]([CH3:21])[CH:16]=[N:15][C:14]=2[N:13]([CH3:22])[C:11]1=[O:12])[CH2:2][CH2:3][CH2:4][CH2:5][CH2:6][CH2:7][CH:8]=[CH2:9].C[N+]1([O-])CC[O:27]CC1.[OH2:31].S(S([O-])=O)([O-])=O.[Na+].[Na+]>C(O)(C)(C)C.CC(C)=O.[Os](=O)(=O)(=O)=O>[OH:31][CH:8]([CH2:9][OH:27])[CH2:7][CH2:6][CH2:5][CH2:4][CH2:3][CH2:2][CH2:1][N:10]1[C:19](=[O:20])[C:18]2[N:17]([CH3:21])[CH:16]=[N:15][C:14]=2[N:13]([CH3:22])[C:11]1=[O:12] |f:3.4.5|. Solvent: CC(=O)C (acetone). Run at time 15 minute. Reagents/catalysts: C(C)(C)(C)O (t-butanol), [Os](=O)(=O)(=O)=O (osmium tetroxide). Reactants: S(=O)([O-])S(=O)[O-].[Na+].[Na+] (sodium dithionite), C(CCCCCCC=C)N1C(=O)N(C=2N=CN(C2C1=O)C)C (1-(8-nonenyl)-3,7-dimethylxanthine), C[N+]1(CCOCC1)[O-] (4-methylmorpholine-N-oxide), O (water). Reactants: CCOC(C)=O, C1CCCCC1, CC(Cl)c1ccc(C2CCCCC2)c(Cl)c1. Product: CC(Cl)c1ccc(C2CCCCC2)cc1. Reaction SMILES: [C:17]([O:18][CH2:19][CH3:20])(=[O:21])[CH3:22].[CH2:23]1[CH2:24][CH2:25][CH2:26][CH2:27][CH2:28]1.[Cl:1][c:2]1[cH:3][c:4]([CH:14]([CH3:15])[Cl:16])[cH:5][cH:6][c:7]1[CH:8]1[CH2:9][CH2:10][CH2:11][CH2:12][CH2:13]1>>[cH:2]1[cH:3][c:4]([CH:14]([CH3:15])[Cl:16])[cH:5][cH:6][c:7]1[CH:8]1[CH2:9][CH2:10][CH2:11][CH2:12][CH2:13]1. The reactants are FC=1C=C(C=CC1)[C@@H]1N2C(CC=C[C@@H]2CCC1)=O ((6R*,9aS*)-6-(3-fluorophenyl)-3,6,7,8,9,9a-hexahydroquinolizin-4-one), [H][H] (hydrogen). Reagents/catalysts: [Pt]=O (Platinum oxide). Solvent: CO (methanol). Yields the product FC=1C=C(C=CC1)[C@@H]1N2C(CCC[C@@H]2CCC1)=O ((6R*,9aS*)-6-(3-fluorophenyl)octahydroquinolizin-4-one). Yield: 82.6%. RXN SMILES: [F:1][C:2]1[CH:3]=[C:4]([C@H:8]2[CH2:17][CH2:16][CH2:15][C@@H:14]3[N:9]2[C:10](=[O:18])[CH2:11][CH:12]=[CH:13]3)[CH:5]=[CH:6][CH:7]=1.[H][H]>CO.[Pt]=O>[F:1][C:2]1[CH:3]=[C:4]([C@H:8]2[CH2:17][CH2:16][CH2:15][C@@H:14]3[N:9]2[C:10](=[O:18])[CH2:11][CH2:12][CH2:13]3)[CH:5]=[CH:6][CH:7]=1. Procedure: Platinum oxide (20 mg) was added to a solution of (6R*,9aS*)-6-(3-fluorophenyl)-3,6,7,8,9,9a-hexahydroquinolizin-4-one (460 mg) in methanol (10 mL), and the reaction solution was stirred in a hydrogen stream at room temperature for three hours. The reaction solution was filtered through celite, and the filtrate was concentrated under reduced pressure. The residue was purified by silica gel column chromatography (elution solvent: heptane-ethyl acetate system) to obtain 383 mg of the title compoun...